Dataset: the Open Reaction Database (ORD), a public repository of structured organic reaction records. Task: describe an organic reaction: reactants, conditions, products, and yield The reactants are OC(CCP(OCC)(OCC)=O)(C1=NC=NN1C)C (diethyl 3-hydroxy-3-methyl-3-(1-methyl-1,2,4-triazol-5-yl)propylphosphonate), C[Si](C)(C)Br (TMSBr), CO (methanol), C1C(C)O1 (propylene oxide). Solvent: C(Cl)Cl (CH2Cl2), C(C)OCC (diethylether). Run at time 16 hour. Yields the product OC(CCP(O)(O)=O)(C1=NC=NN1C)C (3-hydroxy-3-methyl-3-(1-methyl-1,2,4-triazol-5-yl)propyl-phosphonic acid), 5.001. Isolated yield 65.0%. RXN SMILES: [OH:1][C:2]([CH3:19])([C:13]1[N:17]([CH3:18])[N:16]=[CH:15][N:14]=1)[CH2:3][CH2:4][P:5](=[O:12])([O:9]CC)[O:6]CC.C[Si](Br)(C)C.CO.C1OC1C>C(Cl)Cl.C(OCC)C>[OH:1][C:2]([CH3:19])([C:13]1[N:17]([CH3:18])[N:16]=[CH:15][N:14]=1)[CH2:3][CH2:4][P:5](=[O:6])([OH:12])[OH:9]. Procedure details: To a solution of diethyl 3-hydroxy-3-methyl-3-(1-methyl-1,2,4-triazol-5-yl)propylphosphonate (1.2 g, 4.12 mmol) in CH2Cl2 (24 ml) was added TMSBr (2.72 ml, 20.6 mmol, 5 eq) at room temperature under nitrogen. The reaction mixture was stirred for 16 hours. Then methanol (12 ml) was added to the mixture. After stirring for 2 hours, addition of propylene oxide (2.4 ml) and dilution with diethylether gave colourless precipitates which were collected on a glass filter under nitrogen, washed with diet... Reactants: F[C@@]12[C@]3(C=CC(C=C3CC[C@H]1[C@@H]1C[C@@H]([C@](C(CS)=O)([C@]1(CC2O)C)O)C)=O)C (9-fluoro-11 ,17-dihydroxy-16β-methylpregna-1,4-diene-3,20-dione-21-thiol), C(C)(=O)N[C@@H](CSCC)C(=O)O (N-acetyl-S-ethylcysteine). The product is C(C)(=O)NC(C(SCC([C@]1([C@H](C[C@H]2[C@@H]3CCC4=CC(C=C[C@]4(C)[C@]3([C@H](C[C@]12C)O)F)=O)C)O)=O)=O)CSCC (21-[2-(acetylamino)-3-etylthio-1-oxopropylthio]-9-fluoro-11β,17- dihydroxy-16β-methylpregna-1,4-diene-3,20-dione). Isolated yield 29.5%. RXN SMILES: [F:1][C@:2]12[CH:22]([OH:23])[CH2:21][C@@:20]3([CH3:24])[C@@H:12]([CH2:13][C@H:14]([CH3:26])[C@:15]3([OH:25])[C:16](=[O:19])[CH2:17][SH:18])[C@@H:11]1[CH2:10][CH2:9][C:8]1[C@:3]2([CH3:28])[CH:4]=[CH:5][C:6](=[O:27])[CH:7]=1.[C:29]([NH:32][C@H:33]([C:38](O)=[O:39])[CH2:34][S:35][CH2:36][CH3:37])(=[O:31])[CH3:30]>>[C:29]([NH:32][CH:33]([CH2:34][S:35][CH2:36][CH3:37])[C:38](=[O:39])[S:18][CH2:17][C:16](=[O:19])[C@:15]1([OH:25])[C@:20]2([CH3:24])[C@H:12]([C@H:11]3[C@:2]([F:1])([C@@H:22]([OH:23])[CH2:21]2)[C@:3]2([CH3:28])[C:8](=[CH:7][C:6](=[O:27])[CH:5]=[CH:4]2)[CH2:9][CH2:10]3)[CH2:13][C@@H:14]1[CH3:26])(=[O:31])[CH3:30]. Reported procedure: The title compound (0.21 gm) was prepared from 9-fluoro-11 ,17-dihydroxy-16β-methylpregna-1,4-diene-3,20-dione-21-thiol (0.5 gm) and N-acetyl-S-ethylcysteine (0.70 gm) in the same manner as in Synthetic Example 1. The reactants are CCOCC, C=C(C)CCC(=O)OCC, C=[N+]=[N-], CC(=O)[O-], CC(=O)[O-], [Pd+2]. Yields the product CCOC(=O)CCC1(C)CC1. As a reaction SMILES: [CH3:14][CH2:15][O:16][CH2:17][CH3:18].[CH3:1][C:2]([CH2:3][CH2:4][C:5](=[O:6])[O:7][CH2:8][CH3:9])=[CH2:10].[N+:11](=[N-:12])=[CH2:13].[O-:20][C:21]([CH3:22])=[O:23].[O-:24][C:25]([CH3:26])=[O:27].[Pd+2:19]>>[CH2:1]1[C:2]([CH2:3][CH2:4][C:5](=[O:6])[O:7][CH2:8][CH3:9])([CH3:10])[CH2:13]1. Starting materials: BrC=1C=C(C=CC1)C(C(=O)OC)(C)C (Methyl 2-(3-bromophenyl)-2-methylpropanoate), [Li+].[OH-] (LiOH). Solvent: C1CCOC1.CO (THF MeOH). Reaction conditions: temperature 50 celsius, time 1 hour. Yields the product BrC=1C=C(C=CC1)C(C(=O)O)(C)C (2-(3-Bromophenyl)-2-methylpropanoic acid). RXN SMILES: [Br:1][C:2]1[CH:3]=[C:4]([C:8]([CH3:14])([CH3:13])[C:9]([O:11]C)=[O:10])[CH:5]=[CH:6][CH:7]=1.[Li+].[OH-]>C1COCC1.CO>[Br:1][C:2]1[CH:3]=[C:4]([C:8]([CH3:14])([CH3:13])[C:9]([OH:11])=[O:10])[CH:5]=[CH:6][CH:7]=1 |f:1.2,3.4|. Procedure: To a Solution of ester from step 1 in THF-MeOH (4:1, 0.5M) was added LiOH (3 eq, 2M) and the mixture was stirred at 50° C. for 1 h. The organic solvent evaporated, aqueous was acidified with HCl 1N and the acid extracted with EtOAc (3×). The organic was washed with brine, dried and solvent evaporated to afford the acid. Reactants: BrC1=NN=C(S1)C1=NN=NN1 (5-(5-bromo-1,3,4-thiadiazol-2-yl)-1H-tetrazole), C(=O)([O-])[O-].[Cs+].[Cs+] (Cs2CO3), BrCC(=O)OCC (ethyl bromoacetate). The solvent is CN(C)C=O (DMF). Reaction conditions: temperature 90 celsius, time 1 hour. Yields the product C(C)OC(CN1N=C(N=N1)C=1SC(=NN1)Br)=O (Ethyl[5-(5-bromo-1,3,4-thiadiazol-2-yl)-2H-tetrazol-2-yl]acetate). Reaction SMILES: [Br:1][C:2]1[S:6][C:5]([C:7]2[NH:11][N:10]=[N:9][N:8]=2)=[N:4][N:3]=1.C([O-])([O-])=O.[Cs+].[Cs+].Br[CH2:19][C:20]([O:22][CH2:23][CH3:24])=[O:21]>CN(C=O)C>[CH2:23]([O:22][C:20](=[O:21])[CH2:19][N:10]1[N:9]=[N:8][C:7]([C:5]2[S:6][C:2]([Br:1])=[N:3][N:4]=2)=[N:11]1)[CH3:24] |f:1.2.3|. Procedure: To a solution of 5-(5-bromo-1,3,4-thiadiazol-2-yl)-1H-tetrazole (1 g, 4.3 mmol) in DMF (20 mL) was added Cs2CO3 (2.1 g, 6.45 mmol) and ethyl bromoacetate (0.95 mL, 8.6 mmol). The resulting solution was stirred at 90° C. for 1 hour. The mixture was partitioned between EtOAc (100 mL) and water (200 mL). The combined organic layers were dried over anhydrous Na2SO4, filtered and evaporated in vacuo. Chromatography over silica afforded the title compound as a white solid, contaminated with the 1-alky... Reactants: C([O-])([O-])=O.[K+].[K+] (potassium carbonate), ON1C(C2=CC=CC=3C2=C(C1=O)C=C(C3)OCCOC(C)=O)=O (2-hydroxy-5-(2-acetoxy-ethoxy)-benzo[de]isoquinoline-1,3-dione), Cl (HCl). The solvent is CO (methanol). Conditions: time 2 hour. The product is ON1C(C2=CC=CC=3C2=C(C1=O)C=C(C3)OCCO)=O (2-Hydroxy-5-(2-hydroxy-ethoxy)-benzo[de]isoquinoline-1,3-dione). The yield is 73.2%. Reaction SMILES: C(=O)([O-])[O-].[K+].[K+].[OH:7][N:8]1[C:17](=[O:18])[C:16]2[CH:19]=[C:20]([O:22][CH2:23][CH2:24][O:25]C(=O)C)[CH:21]=[C:14]3[C:15]=2[C:10](=[CH:11][CH:12]=[CH:13]3)[C:9]1=[O:29].Cl>CO>[OH:7][N:8]1[C:17](=[O:18])[C:16]2[CH:19]=[C:20]([O:22][CH2:23][CH2:24][OH:25])[CH:21]=[C:14]3[C:15]=2[C:10](=[CH:11][CH:12]=[CH:13]3)[C:9]1=[O:29] |f:0.1.2|. Procedure details: A mixture of potassium carbonate (0.4 g, 2.9 mmol) and 2-hydroxy-5-(2-acetoxy-ethoxy)-benzo[de]isoquinoline-1,3-dione (0.3 g, 1.0 mmol, from Example 23) in methanol (20 mL) was stirred for 2 hours. The mixture was acidified with 1N HCl to pH 4. The precipitate formed was filtered, washed with water, and dried to give 0.2 g of the title compound, mp 242-244° C.; Reaction SMILES: [C:34](=[O:35])([OH:36])[O-:37].[CH3:18][C:19]([C:20](=[O:21])[Cl:22])([CH3:23])[CH3:24].[CH3:1][c:2]1[n:3][n:4][c:5]2[n:6]1[n:7][c:8](-[c:11]1[cH:12][c:13]([NH2:17])[cH:14][cH:15][cH:16]1)[cH:9][cH:10]2.[CH:25]([N:26]([CH:27]([CH3:28])[CH3:29])[CH2:30][CH3:31])([CH3:32])[CH3:33].[Cl:39][CH2:40][Cl:41].[Na+:38]>>[CH3:1][c:2]1[n:3][n:4][c:5]2[n:6]1[n:7][c:8](-[c:11]1[cH:12][c:13]([NH:17][C:20]([C:19]([CH3:18])([CH3:23])[CH3:24])=[O:21])[cH:14][cH:15][cH:16]1)[cH:9][cH:10]2. Starting materials: O=C([O-])O, CC(C)(C)C(=O)Cl, Cc1nnc2ccc(-c3cccc(N)c3)nn12, CCN(C(C)C)C(C)C, ClCCl, [Na+]. Yields the product Cc1nnc2ccc(-c3cccc(NC(=O)C(C)(C)C)c3)nn12. Reactants: C(C1=CC=CC=C1)NC1=C(C=NC=2N1N=CC2C(=O)O)C(=O)N2CCC(CC2)C=2SC=CC2 (7-Benzylamino-6-[4-(thiophen-2-yl)piperidine-1-carbonyl]pyrazolo[1,5-a]pyrimidine-3-carboxylic acid), CS(=O)(=O)N (methanesulfonamide). Product: C(C1=CC=CC=C1)NC1=C(C=NC=2N1N=CC2C(=O)NS(=O)(=O)C)C(=O)N2CCC(CC2)C=2SC=CC2 (N-{7-Benzylamino-6-[4-(thiophen-2-yl)piperidine-1-carbonyl]pyrazolo[1,5-a]pyrimidine-3-carbonyl}methanesulfonamide). Yield: 30.9%. As a reaction SMILES: [CH2:1]([NH:8][C:9]1[N:14]2[N:15]=[CH:16][C:17]([C:18](O)=[O:19])=[C:13]2[N:12]=[CH:11][C:10]=1[C:21]([N:23]1[CH2:28][CH2:27][CH:26]([C:29]2[S:30][CH:31]=[CH:32][CH:33]=2)[CH2:25][CH2:24]1)=[O:22])[C:2]1[CH:7]=[CH:6][CH:5]=[CH:4][CH:3]=1.[CH3:34][S:35]([NH2:38])(=[O:37])=[O:36]>>[CH2:1]([NH:8][C:9]1[N:14]2[N:15]=[CH:16][C:17]([C:18]([NH:38][S:35]([CH3:34])(=[O:37])=[O:36])=[O:19])=[C:13]2[N:12]=[CH:11][C:10]=1[C:21]([N:23]1[CH2:28][CH2:27][CH:26]([C:29]2[S:30][CH:31]=[CH:32][CH:33]=2)[CH2:25][CH2:24]1)=[O:22])[C:2]1[CH:3]=[CH:4][CH:5]=[CH:6][CH:7]=1. Procedure: In the same manner as in Example 1, step 6 and using 7-benzylamino-6-[4-(thiophen-2-yl)piperidine-1-carbonyl]pyrazolo[1,5-a]pyrimidine-3-carboxylic acid (0.06 g, 0.12 mmol) obtained in step 2 and methanesulfonamide (0.057 g, 0.600 mmol), the title compound (0.02 g, 31%) was obtained. The reactants are Cc1onc(-c2ccccc2)c1COc1ccc(C(=O)O)cn1, CCN(C(C)C)C(C)C, F[B-](F)(F)F, NCC(F)(F)F, CN(C)C=O, CN(C)C(On1nnc2ccccc21)=[N+](C)C. RXN SMILES: [CH3:1][c:2]1[c:3]([CH2:13][O:14][c:15]2[n:16][cH:17][c:18]([C:19](=[O:20])[OH:21])[cH:22][cH:23]2)[c:4](-[c:7]2[cH:8][cH:9][cH:10][cH:11][cH:12]2)[n:5][o:6]1.[CH:46]([N:47]([CH2:48][CH3:49])[CH:50]([CH3:51])[CH3:52])([CH3:53])[CH3:54].[F:24][B-:25]([F:26])([F:27])[F:28].[F:55][C:56]([CH2:57][NH2:58])([F:59])[F:60].[O:61]=[CH:62][N:63]([CH3:64])[CH3:65].[n:29]1([O:30][C:31]([N:32]([CH3:33])[CH3:34])=[N+:35]([CH3:36])[CH3:37])[c:38]2[cH:39][cH:40][cH:41][cH:42][c:43]2[n:44][n:45]1>>[CH3:1][c:2]1[c:3]([CH2:13][O:14][c:15]2[n:16][cH:17][c:18]([C:19](=[O:21])[NH:58][CH2:57][C:56]([F:55])([F:59])[F:60])[cH:22][cH:23]2)[c:4](-[c:7]2[cH:8][cH:9][cH:10][cH:11][cH:12]2)[n:5][o:6]1. Product: Cc1onc(-c2ccccc2)c1COc1ccc(C(=O)NCC(F)(F)F)cn1.